This data is from the Open Reaction Database (ORD), a public repository of structured organic reaction records. The task is: describe an organic reaction: reactants, conditions, products, and yield Starting materials: CSCCC(NC(=O)C(Cc1ccc(O)cc1)NC(=O)OC(C)(C)C)C(=O)NCC(=O)O, CC(C)COC(=O)Cl, CN1CCOCC1, CN(C)CCN, CN(C)C=O, Cl, COC(=O)C12CC3CC(CC(N)(C3)C1C(=O)C(N)Cc1ccccc1)C2. The product is COC(=O)C12CC3CC(CC(N)(C3)C1C(=O)C(Cc1ccccc1)NC(=O)CNC(=O)C(CCSC)NC(=O)C(Cc1ccc(O)cc1)NC(=O)OC(C)(C)C)C2. Reaction SMILES: [C:1](=[O:2])([O:3][C:4]([CH3:5])([CH3:6])[CH3:7])[NH:8][CH:9]([CH2:10][c:11]1[cH:12][cH:13][c:14]([OH:17])[cH:15][cH:16]1)[C:18](=[O:19])[NH:20][CH:21]([CH2:22][CH2:23][S:24][CH3:25])[C:26](=[O:27])[NH:28][CH2:29][C:30](=[O:31])[OH:32].[CH2:40]([O:41][C:42]([Cl:43])=[O:44])[CH:45]([CH3:46])[CH3:47].[CH3:33][N:34]1[CH2:35][CH2:36][O:37][CH2:38][CH2:39]1.[CH3:75][N:76]([CH3:77])[CH2:78][CH2:79][NH2:80].[CH3:81][N:82]([CH3:83])[CH:84]=[O:85].[ClH:48].[NH2:49][CH:50]([CH2:51][c:52]1[cH:53][cH:54][cH:55][cH:56][cH:57]1)[C:58](=[O:59])[CH:60]1[C:61]2([C:71](=[O:72])[O:73][CH3:74])[CH2:62][CH:63]3[CH2:64][CH:65]([CH2:66][C:67]1([NH2:69])[CH2:68]3)[CH2:70]2>>[C:1](=[O:2])([O:3][C:4]([CH3:5])([CH3:6])[CH3:7])[NH:8][CH:9]([CH2:10][c:11]1[cH:12][cH:13][c:14]([OH:17])[cH:15][cH:16]1)[C:18](=[O:19])[NH:20][CH:21]([CH2:22][CH2:23][S:24][CH3:25])[C:26](=[O:27])[NH:28][CH2:29][C:30](=[O:31])[NH:49][CH:50]([CH2:51][c:52]1[cH:53][cH:54][cH:55][cH:56][cH:57]1)[C:58](=[O:59])[CH:60]1[C:61]2([C:71](=[O:72])[O:73][CH3:74])[CH2:62][CH:63]3[CH2:64][CH:65]([CH2:66][C:67]1([NH2:69])[CH2:68]3)[CH2:70]2. The reactants are C(C)OC(C(=CC(C)C)C)=O (2,4-dimethylpent-2-enoic acid ethyl ester), [OH-].[K+] (KOH). The solvent is O.CCO (water EtOH). Product: CC(C(=O)O)=CC(C)C (2,4-dimethyl-pent-2-enoic acid). The yield is 99.1%. RXN SMILES: C([O:3][C:4](=[O:11])[C:5]([CH3:10])=[CH:6][CH:7]([CH3:9])[CH3:8])C.[OH-].[K+]>O.CCO>[CH3:10][C:5](=[CH:6][CH:7]([CH3:9])[CH3:8])[C:4]([OH:11])=[O:3] |f:1.2,3.4|. Reported procedure: A mixture of 2,4-dimethylpent-2-enoic acid ethyl ester (116 g, 742 mmol) and KOH 85% (147 g, 2.23 mol) in water/EtOH (1:1, 2.0 L) was refluxed for 1 d. The EtOH was stripped off on a rotary evaporator, and the remaining mixture was washed with Et2O. The combined ethereal washings were extracted with 2 N aq. NaOH (100 ml), and all aqueous solutions were combined. Under cooling with an ice/water bath, conc. aq. H3PO4 (200 ml) was added to adjust the combined aqueous solutions to pH 3, and the prod... Reactants: COC(=O)c1ccc(-c2cc(Cl)c(CC3CCN(C4CCOCC4)C3=O)c(Cl)c2)cc1, CO, [Na+], [OH-]. Yields the product O=C(O)c1ccc(-c2cc(Cl)c(CC3CCN(C4CCOCC4)C3=O)c(Cl)c2)cc1. Reaction SMILES: [CH3:1][O:2][C:3](=[O:4])[c:5]1[cH:6][cH:7][c:8](-[c:11]2[cH:12][c:13]([Cl:31])[c:14]([CH2:18][CH:19]3[C:20](=[O:30])[N:21]([CH:24]4[CH2:25][CH2:26][O:27][CH2:28][CH2:29]4)[CH2:22][CH2:23]3)[c:15]([Cl:17])[cH:16]2)[cH:9][cH:10]1.[CH3:34][OH:35].[Na+:33].[OH-:32]>>[O:2]=[C:3]([OH:4])[c:5]1[cH:6][cH:7][c:8](-[c:11]2[cH:12][c:13]([Cl:31])[c:14]([CH2:18][CH:19]3[C:20](=[O:30])[N:21]([CH:24]4[CH2:25][CH2:26][O:27][CH2:28][CH2:29]4)[CH2:22][CH2:23]3)[c:15]([Cl:17])[cH:16]2)[cH:9][cH:10]1. The reactants are Cl.NC1[C@H](N2CCC1CC2)NC(C2=CC(=CC=C2)Cl)=O ((S)-(-)-N-(3-aminoquinuclidinyl)-3-chlorobenzamide hydrochloride). Run in Cl (hydrochloric acid). Yields the product Cl.Cl.N[C@@H]1CN2CCC1CC2 ((S)-(-)-3-aminoquinuclidine dihydrochloride). Yield: 97.8%. RXN SMILES: [ClH:1].[NH2:2][CH:3]1[CH:8]2[CH2:9][CH2:10][N:5]([CH2:6][CH2:7]2)[C@@H:4]1NC(=O)C1C=CC=C([Cl:19])C=1>Cl>[ClH:19].[ClH:1].[NH2:2][C@H:3]1[CH:8]2[CH2:9][CH2:10][N:5]([CH2:6][CH2:7]2)[CH2:4]1 |f:0.1,3.4.5|. Procedure: To 11.2 g of (S)-(-)-N-(3-aminoquinuclidinyl)-3-chlorobenzamide hydrochloride was added 40 ml of concentrated hydrochloric acid and the mixture was refluxed for 6 hours. The reaction mixture was cooled and filtered to remove insolubles and the filtrate was concentrated and dried. To the residue was added ethanol and the resulting crystals were recovered by filtration to provide 6.9 g of (S)-(-)-3-aminoquinuclidine dihydrochloride. m.p. not lower than 260° C. Reactants: CC(C)CN(c1ccc(C(O)(C#CC(=O)OC(C)(C)C)C(F)(F)F)cc1)S(=O)(=O)c1ccccc1, ClCCl, O=C(O)C(F)(F)F. Product: CC(C)CN(c1ccc(C(O)(C#CC(=O)O)C(F)(F)F)cc1)S(=O)(=O)c1ccccc1. As a reaction SMILES: [C:1]([CH3:2])([CH3:3])([CH3:4])[O:5][C:6]([C:7]#[C:8][C:9]([C:10]([F:11])([F:12])[F:13])([OH:14])[c:15]1[cH:16][cH:17][c:18]([N:21]([CH2:22][CH:23]([CH3:24])[CH3:25])[S:26](=[O:27])(=[O:28])[c:29]2[cH:30][cH:31][cH:32][cH:33][cH:34]2)[cH:19][cH:20]1)=[O:35].[Cl:43][CH2:44][Cl:45].[OH:36][C:37]([C:38]([F:39])([F:40])[F:41])=[O:42]>>[O:5]=[C:6]([C:7]#[C:8][C:9]([C:10]([F:11])([F:12])[F:13])([OH:14])[c:15]1[cH:16][cH:17][c:18]([N:21]([CH2:22][CH:23]([CH3:24])[CH3:25])[S:26](=[O:27])(=[O:28])[c:29]2[cH:30][cH:31][cH:32][cH:33][cH:34]2)[cH:19][cH:20]1)[OH:35]. Product: C=CCSc1cc(C(=O)O)cc(S(N)(=O)=O)c1-c1ccccc1. The reactants are O=C(O)c1cc(NCc2ccccc2)c(-c2ccccc2)c(S(=O)(=O)Cl)c1, C=CCSc1cc(C(=O)O)cc(S(=O)(=O)Cl)c1-c1ccccc1, O. RXN SMILES: [CH2:1]([NH:8][c:2]1[cH:3][c:4]([C:19]([OH:20])=[O:21])[cH:5][c:6]([S:7]([Cl:9])(=[O:10])=[O:11])[c:12]1-[c:13]1[cH:14][cH:15][cH:16][cH:17][cH:18]1)[c:22]1[cH:23][cH:24][cH:25][cH:26][cH:27]1.[CH2:28]([CH:29]=[CH2:30])[S:31][c:32]1[cH:33][c:34]([C:35](=[O:36])[OH:37])[cH:38][c:39]([S:47](=[O:48])(=[O:49])[Cl:50])[c:40]1-[c:41]1[cH:42][cH:43][cH:44][cH:45][cH:46]1.[OH2:51]>>[NH2:8][S:47]([c:39]1[cH:38][c:34]([C:35](=[O:36])[OH:37])[cH:33][c:32]([S:31][CH2:28][CH:29]=[CH2:30])[c:40]1-[c:41]1[cH:42][cH:43][cH:44][cH:45][cH:46]1)(=[O:48])=[O:49]. The reactants are C#CCCCCCC (1-Octyne), OC(C)(C)C(C)(C)O (pinacol), C(C)(C)C(C=C(C)C)BC(C=C(C)C)C(C)C (di(1-isopropyl-3-methylbut-2-enyl)borane), C=O (formaldehyde). Solvent: O (H2O). Conditions: temperature 0 celsius, time 1 hour. Yields the product CC1(OB(OC1(C)C)\C=C\CCCCCC)C (4,4,5,5-Tetramethyl-2-[(E)-1-octenyl]-1,3,2-dioxaborolane). Isolated yield 67.0%. Reaction SMILES: [CH:1]#[C:2][CH2:3][CH2:4][CH2:5][CH2:6][CH2:7][CH3:8].C(C([BH:17]C(C(C)C)C=C(C)C)C=C(C)C)(C)C.C=O.[OH:28][C:29]([C:32]([OH:35])([CH3:34])[CH3:33])([CH3:31])[CH3:30]>O>[CH3:30][C:29]1([CH3:31])[C:32]([CH3:34])([CH3:33])[O:35][B:17](/[CH:1]=[CH:2]/[CH2:3][CH2:4][CH2:5][CH2:6][CH2:7][CH3:8])[O:28]1. Procedure details: 1-Octyne (2.95 ml, 20 mmol) was added slowly (˜20 min) to a suspension of freshly prepared di(1-isopropyl-3-methylbut-2-enyl)borane, with the reaction temperature being below 5° C. The mixture formed was stirred at 0° C. for 1 hour, slowly quenched with H2O (3 ml) (with some gas evolution occurring) and stirred at RT for 0.5 hour, after which a solution of formaldehyde (1.50 ml, 20 mmol, 37% strength by weight solution in water) was added all at once (exothermic reaction, cooling bath necessary)...